From a dataset of the Open Reaction Database (ORD), a public repository of structured organic reaction records. describe an organic reaction: reactants, conditions, products, and yield The reactants are C1CCOC1, COc1ccccc1N1CCN(C2CCC(O)(c3ncc(C)cc3C)CC2)CC1, c1c[nH]cn1. Product: COc1ccccc1N1CCN(C2CC=C(c3ncc(C)cc3C)CC2)CC1. Reaction SMILES: [CH2:35]1[O:36][CH2:37][CH2:38][CH2:39]1.[CH3:1][O:2][c:3]1[c:4]([N:9]2[CH2:10][CH2:11][N:12]([CH:15]3[CH2:16][CH2:17][C:18]([c:21]4[n:22][cH:23][c:24]([CH3:28])[cH:25][c:26]4[CH3:27])([OH:29])[CH2:19][CH2:20]3)[CH2:13][CH2:14]2)[cH:5][cH:6][cH:7][cH:8]1.[nH:30]1[cH:31][cH:32][n:33][cH:34]1>>[CH3:1][O:2][c:3]1[c:4]([N:9]2[CH2:10][CH2:11][N:12]([CH:15]3[CH2:16][CH:17]=[C:18]([c:21]4[n:22][cH:23][c:24]([CH3:28])[cH:25][c:26]4[CH3:27])[CH2:19][CH2:20]3)[CH2:13][CH2:14]2)[cH:5][cH:6][cH:7][cH:8]1. Starting materials: Cl.FC1=C(C(=CC=C1)F)CC(=O)O (2-(2,6-difluorophenyl)acetic acid hydrochloride), C(C1=CC=CC=C1)[C@@H]1C[C@H](NC1)C(=O)NC1=CC=C(C=C1)OC1=CC=C(C=C1)F ((2S,4R)-4-benzyl-N-(4-(4-fluorophenoxy)phenyl)pyrrolidine-2-carboxamide). Yields the product Compound 95, C(C1=CC=CC=C1)[C@@H]1C[C@H](N(C1)C(CC1=C(C=CC=C1F)F)=O)C(=O)NC1=CC=C(C=C1)OC1=CC=C(C=C1)F ((2S,4R)-4-benzyl-1-(2-(2,6-difluorophenyl)acetyl)-N-(4-(4-fluorophenoxy)phenyl)pyrrolidine-2-carboxamide). Isolated yield 37.6%. Reaction SMILES: Cl.[F:2][C:3]1[CH:8]=[CH:7][CH:6]=[C:5]([F:9])[C:4]=1[CH2:10][C:11]([OH:13])=O.[CH2:14]([C@H:21]1[CH2:25][NH:24][C@H:23]([C:26]([NH:28][C:29]2[CH:34]=[CH:33][C:32]([O:35][C:36]3[CH:41]=[CH:40][C:39]([F:42])=[CH:38][CH:37]=3)=[CH:31][CH:30]=2)=[O:27])[CH2:22]1)[C:15]1[CH:20]=[CH:19][CH:18]=[CH:17][CH:16]=1>>[CH2:14]([C@H:21]1[CH2:25][N:24]([C:11](=[O:13])[CH2:10][C:4]2[C:5]([F:9])=[CH:6][CH:7]=[CH:8][C:3]=2[F:2])[C@H:23]([C:26]([NH:28][C:29]2[CH:34]=[CH:33][C:32]([O:35][C:36]3[CH:37]=[CH:38][C:39]([F:42])=[CH:40][CH:41]=3)=[CH:31][CH:30]=2)=[O:27])[CH2:22]1)[C:15]1[CH:16]=[CH:17][CH:18]=[CH:19][CH:20]=1 |f:0.1|. Reported procedure: Proceeding as in Example 1, but substituting 2-(2,6-difluorophenyl)acetic acid hydrochloride and (2S,4R)-4-benzyl-N-(4-(4-fluorophenoxy)phenyl)pyrrolidine-2-carboxamide, gave Compound 95, (2S,4R)-4-benzyl-1-(2-(2,6-difluorophenyl)acetyl)-N-(4-(4-fluorophenoxy)phenyl)pyrrolidine-2-carboxamide (12.3 mg, 37.6%). Major isomer: 1H-NMR (400 MHz, DMSO-D6): a 9.92 (s, 1H), 7.53 (m, 3H), 7.28 (m, 3H), 7.24-7.14 (m, 6H), 6.97-6.91 (m, 4H), 4.46 (m, 1H), 3.82 (m, 1H), 3.70 (m, 2H), 3.37 (m, 1H), 2.70 (m, 3...